From a dataset of the Open Reaction Database (ORD), a public repository of structured organic reaction records. describe an organic reaction: reactants, conditions, products, and yield Reactants: NC=1C=CC(=C(C1)[C@]1(N=C(OC[C@@H]1F)N)C)F ((4R,5R)-4-(5-amino-2-fluoro-phenyl)-5-fluoro-4-methyl-5,6-dihydro-4H-[1,3]oxazin-2-ylamine), FC=1C=CC(=NC1)C(=O)O (5-fluoro-pyridine-2-carboxylic acid). Yields the product NC=1OC[C@@H]([C@@](N1)(C)C=1C=C(C=CC1F)NC(=O)C1=NC=C(C=C1)F)F (5-Fluoro-pyridine-2-carboxylic acid [3-((4R,5R)-2-amino-5-fluoro-4-methyl-5,6-dihydro-4H-[1,3]oxazin-4-yl)-4-fluoro-phenyl]-amide). RXN SMILES: [NH2:1][C:2]1[CH:3]=[CH:4][C:5]([F:17])=[C:6]([C@:8]2([CH3:16])[C@@H:13]([F:14])[CH2:12][O:11][C:10]([NH2:15])=[N:9]2)[CH:7]=1.[F:18][C:19]1[CH:20]=[CH:21][C:22]([C:25](O)=[O:26])=[N:23][CH:24]=1>>[NH2:15][C:10]1[O:11][CH2:12][C@H:13]([F:14])[C@:8]([C:6]2[CH:7]=[C:2]([NH:1][C:25]([C:22]3[CH:21]=[CH:20][C:19]([F:18])=[CH:24][N:23]=3)=[O:26])[CH:3]=[CH:4][C:5]=2[F:17])([CH3:16])[N:9]=1. Procedure details: The condensation of (4R,5R)-4-(5-amino-2-fluoro-phenyl)-5-fluoro-4-methyl-5,6-dihydro-4H-[1,3]oxazin-2-ylamine (intermediate A8.2) and 5-fluoro-pyridine-2-carboxylic acid following procedure I yielded the title compound as a white solid. MS (ISP): m/z=365.2 [M+H]+. The reactants are CS(C)=O, CSCc1cccc2c(C(CCOS(C)(=O)=O)c3ccc(C(F)(F)F)cc3Cl)c[nH]c12, N#C[K]. Yields the product CSCc1cccc2c(C(CCC#N)c3ccc(C(F)(F)F)cc3Cl)c[nH]c12. Reaction SMILES: [CH3:35][S:36]([CH3:37])=[O:38].[CH3:4][S:5]([O:6][CH2:9][CH2:10][CH:11]([c:12]1[cH:13][nH:14][c:15]2[c:16]([CH2:21][S:22][CH3:23])[cH:17][cH:18][cH:19][c:20]12)[c:24]1[c:25]([Cl:34])[cH:26][c:27]([C:30]([F:31])([F:32])[F:33])[cH:28][cH:29]1)(=[O:7])=[O:8].[K:1][C:2]#[N:3]>>[C:2](#[N:3])[CH2:9][CH2:10][CH:11]([c:12]1[cH:13][nH:14][c:15]2[c:16]([CH2:21][S:22][CH3:23])[cH:17][cH:18][cH:19][c:20]12)[c:24]1[c:25]([Cl:34])[cH:26][c:27]([C:30]([F:31])([F:32])[F:33])[cH:28][cH:29]1. Starting materials: C(=O)(O)[O-].[Na+] (NaHCO3), C(C)(C)(C)OC(=O)N1CCC(CC1)CO (1-t-butoxycarbonyl-4-(hydroxymethyl)piperidine), C(C)(C)(C)C1=NC(=CC=C1)C(C)(C)C (2,6-di-t-butylpyridine), FC(S(=O)(=O)OS(=O)(=O)C(F)(F)F)(F)F (triflouromethanesulfonic anhydride). Solvent: C(Cl)Cl (CH2Cl2). Run at temperature 0 celsius, time 0.5 hour. Product: C(C)(C)(C)OC(=O)N1CCC(CC1)CSCC1=CC=CC=C1 (1-t-Butoxycarbonyl-4-(benzylmercaptomethyl)piperidine). RXN SMILES: [C:1]([O:5][C:6]([N:8]1[CH2:13][CH2:12][CH:11]([CH2:14]O)[CH2:10][CH2:9]1)=[O:7])([CH3:4])([CH3:3])[CH3:2].C(C1[CH:25]=[CH:24][CH:23]=[C:22]([C:26]([CH3:29])([CH3:28])C)N=1)(C)(C)C.FC(F)(F)[S:32](OS(C(F)(F)F)(=O)=O)(=O)=O.C([O-])(O)=O.[Na+]>C(Cl)Cl>[C:1]([O:5][C:6]([N:8]1[CH2:13][CH2:12][CH:11]([CH2:14][S:32][CH2:29][C:26]2[CH:22]=[CH:23][CH:24]=[CH:25][CH:28]=2)[CH2:10][CH2:9]1)=[O:7])([CH3:4])([CH3:3])[CH3:2] |f:3.4|. Procedure: To a solution of 500 mg (2.32 mmol) of 1-t-butoxycarbonyl-4-(hydroxymethyl)piperidine (Example 201) and 1 mL (4.5 mmol) of 2,6-di-t-butylpyridine in 10 mL of CH2Cl2 was added 0.4 mL (2.32 mmol) of triflouromethanesulfonic anhydride at −78° C. After stirring for 0.5 h, 0.5 mL (4.5 mmol) of benzylmercaptane were added. The mixture was warmed to 0° C. and allowed to stir for another 15 min. 10 mL of sat'd NaHCO3 solution were added and the mixture was extracted with CH2Cl2. The combined organic fra... Solvent: C(Cl)(Cl)(Cl)Cl (carbon tetrachloride). Yields the product BrC1OC(=O)C2=CC(=C(C(=C12)OC)OC)OC (3-Bromo-4,5,6-Trimethoxy-Phthalide). Reaction SMILES: [CH3:1][O:2][C:3]1[C:12]([O:13][CH3:14])=[C:11]([O:15][CH3:16])[CH:10]=[C:9]2[C:4]=1[CH2:5][O:6][C:7]2=[O:8].[Br:17]N1C(=O)CCC1=O.N(CCCC#N)=NCCCC#N>C(Cl)(Cl)(Cl)Cl>[Br:17][CH:5]1[C:4]2[C:9](=[CH:10][C:11]([O:15][CH3:16])=[C:12]([O:13][CH3:14])[C:3]=2[O:2][CH3:1])[C:7](=[O:8])[O:6]1. Procedure: 4,5,6-Trimethoxyphthalide (11.4 gms; 0.05 mole), N-bromosuccinimide (8.9 gms; 0.05 mole) and azobisbutyronitrile (0.1 gms) were refluxed gently in dry carbon tetrachloride (200 mls) for 2 hours. The solution was cooled, the succinimide filtered off and the solvent removed in vacuo, leaving a yellowish solid which fumed in the air. Starting materials: COC1=C2COC(=O)C2=CC(=C1OC)OC (4,5,6-Trimethoxyphthalide), BrN1C(CCC1=O)=O (N-bromosuccinimide), N(=NCCCC#N)CCCC#N (azobisbutyronitrile). Reactants: N#CC=Cc1cc2c(C(=O)NCC34CC5CC(CC(C5)C3)C4)cccn2n1, CO. Product: N#CCCc1cc2c(C(=O)NCC34CC5CC(CC(C5)C3)C4)cccn2n1. Reaction SMILES: [C:1]12([CH2:11][NH:12][C:13](=[O:14])[c:15]3[c:16]4[n:17]([cH:18][cH:19][cH:20]3)[n:21][c:22]([CH:24]=[CH:25][C:26]#[N:27])[cH:23]4)[CH2:2][CH:3]3[CH2:4][CH:5]([CH2:6][CH:7]([CH2:8]1)[CH2:9]3)[CH2:10]2.[CH3:28][OH:29]>>[C:1]12([CH2:11][NH:12][C:13](=[O:14])[c:15]3[c:16]4[n:17]([cH:18][cH:19][cH:20]3)[n:21][c:22]([CH2:24][CH2:25][C:26]#[N:27])[cH:23]4)[CH2:2][CH:3]3[CH2:4][CH:5]([CH2:6][CH:7]([CH2:8]1)[CH2:9]3)[CH2:10]2. Reactants: CC[SiH](CC)CC, ClCCl, O=C(O)C(F)(F)F, N#CCc1cccc(CN2C(=O)c3cccc(N)c3C2O)c1. Yields the product N#CCc1cccc(CN2Cc3c(N)cccc3C2=O)c1. RXN SMILES: [CH2:1]([SiH:2]([CH2:3][CH3:4])[CH2:5][CH3:6])[CH3:7].[Cl:37][CH2:38][Cl:39].[F:8][C:9]([F:10])([F:11])[C:12]([OH:13])=[O:14].[NH2:15][c:16]1[c:17]2[c:21]([cH:22][cH:23][cH:24]1)[C:20](=[O:25])[N:19]([CH2:26][c:27]1[cH:28][c:29]([CH2:33][C:34]#[N:35])[cH:30][cH:31][cH:32]1)[CH:18]2[OH:36]>>[NH2:15][c:16]1[c:17]2[c:21]([cH:22][cH:23][cH:24]1)[C:20](=[O:25])[N:19]([CH2:26][c:27]1[cH:28][c:29]([CH2:33][C:34]#[N:35])[cH:30][cH:31][cH:32]1)[CH2:18]2. Starting materials: C1(=CC=CC=C1)C(C(C)=NO)=O (1-phenyl-1,2-propanedione-2-oxime), C1(=CC=C(C=C1)C=O)C (p-tolualdehyde), Cl (HCl). The solvent is C(C)(=O)O (acetic acid). Yields the product CC=1[N+](=C(OC1C1=CC=CC=C1)C1=CC=C(C=C1)C)[O-] (4-Methyl-5-phenyl-2-p-tolyloxazole 3-oxide). Reaction SMILES: [C:1]1([C:7](=[O:12])[C:8](=[N:10][OH:11])[CH3:9])[CH:6]=[CH:5][CH:4]=[CH:3][CH:2]=1.[C:13]1([CH3:21])[CH:18]=[CH:17][C:16]([CH:19]=O)=[CH:15][CH:14]=1.Cl>C(O)(=O)C>[CH3:9][C:8]1[N+:10]([O-:11])=[C:21]([C:13]2[CH:18]=[CH:17][C:16]([CH3:19])=[CH:15][CH:14]=2)[O:12][C:7]=1[C:1]1[CH:6]=[CH:5][CH:4]=[CH:3][CH:2]=1. Procedure details: 12.5 g of 1-phenyl-1,2-propanedione-2-oxime and 10 ml of p-tolualdehyde are added to 50 ml of glacial acetic acid, and HCl gas is introduced for 30 minutes, with ice-cooling. The product is precipitated as the hydrochloride by addition of methyl tert-butyl ether and filtered off with suction, and the precipitate is washed with methyl tert-butyl ether. The precipitate is suspended in water and the pH is made alkaline using ammonia. The mixture is extracted three times with in each case 200 ml of ...